Dataset: the Open Reaction Database (ORD), a public repository of structured organic reaction records. Task: describe an organic reaction: reactants, conditions, products, and yield The reactants are CC(Cl)c1cccnc1, COc1ccc(C(=O)O)c(-n2nccn2)c1. Reagents/catalysts: O=C([O-])[O-].[Cs+].[Cs+] (cesium carbonate), [I-].[K+] (potassium iodide). Solvent: CN(C)C=O (DMF), CN(C)C=O (dmf), CN(C)C=O (DMF). Conditions: temperature 70 celsius, time 16 hour. Yields the product COC(=O)c1ccc(OC)cc1-n1nccn1.